From a dataset of the Open Reaction Database (ORD), a public repository of structured organic reaction records. describe an organic reaction: reactants, conditions, products, and yield Reactants: O=C(O)C(F)(F)F, O=C(O)COc1ccc(-c2ccccc2F)nc1, Nc1ccccn1. Yields the product O=C(O)C(F)(F)F, O=C(COc1ccc(-c2ccccc2F)nc1)Nc1ccccn1. Reaction SMILES: [F:1][C:2]([C:3](=[O:4])[OH:5])([F:6])[F:7].[F:8][c:9]1[c:10](-[c:15]2[cH:16][cH:17][c:18]([O:21][CH2:22][C:23](=[O:24])[OH:25])[cH:19][n:20]2)[cH:11][cH:12][cH:13][cH:14]1.[NH2:26][c:27]1[n:28][cH:29][cH:30][cH:31][cH:32]1>>[F:1][C:2]([C:3](=[O:4])[OH:5])([F:6])[F:7].[F:8][c:9]1[c:10](-[c:15]2[cH:16][cH:17][c:18]([O:21][CH2:22][C:23](=[O:25])[NH:26][c:27]3[n:28][cH:29][cH:30][cH:31][cH:32]3)[cH:19][n:20]2)[cH:11][cH:12][cH:13][cH:14]1. As a reaction SMILES: [CH3:36][c:37]1[cH:38][c:39]([S:43](=[O:44])(=[O:45])[OH:46])[cH:40][cH:41][cH:42]1.[CH:1]([CH3:2])([CH3:3])[O:4][C:5]([CH2:6][CH2:7][CH2:8][CH2:9][CH2:10][O:11][c:12]1[c:13]([NH2:33])[cH:14][c:15]2[c:16]([n:17](-[c:26]3[cH:27][cH:28][cH:29][cH:30][cH:31]3)[c:18](-[c:20]3[cH:21][cH:22][cH:23][cH:24][cH:25]3)[n:19]2)[cH:32]1)=[O:34].[Cl-:35]>>[CH:1]([CH3:2])([CH3:3])[O:4][C:5]([CH2:6][CH2:7][CH2:8][CH2:9][CH2:10][O:11][c:12]1[c:13]([NH:33][S:43]([c:39]2[cH:38][c:37]([CH3:36])[cH:42][cH:41][cH:40]2)(=[O:44])=[O:45])[cH:14][c:15]2[c:16]([n:17](-[c:26]3[cH:27][cH:28][cH:29][cH:30][cH:31]3)[c:18](-[c:20]3[cH:21][cH:22][cH:23][cH:24][cH:25]3)[n:19]2)[cH:32]1)=[O:34]. The reactants are Cc1cccc(S(=O)(=O)O)c1, CC(C)OC(=O)CCCCCOc1cc2c(cc1N)nc(-c1ccccc1)n2-c1ccccc1, [Cl-]. Yields the product Cc1cccc(S(=O)(=O)Nc2cc3nc(-c4ccccc4)n(-c4ccccc4)c3cc2OCCCCCC(=O)OC(C)C)c1. Starting materials: C(#N)C1=C(C=CC=C1)CN1C2=CC=CC(=C2C=2C(=CC=CC12)O)C(=O)OC (9-[(2-cyanophenyl)methyl]-4-hydroxy-5-carbomethoxy carbazole), [OH-].[NH4+] (ammonium hydroxide), Cl (HCl). Solvent: C(C)(=O)OCC (ethyl acetate), C1CCOC1 (THF). The product is C(#N)C1=C(C=CC=C1)CN1C2=CC=CC(=C2C=2C(=CC=CC12)O)C(N)=O (9-[(2-cyanophenyl)methyl]-4-hydroxy-5-carbamoyl carbazole). The yield is 49.0%. Reaction SMILES: [C:1]([C:3]1[CH:8]=[CH:7][CH:6]=[CH:5][C:4]=1[CH2:9][N:10]1[C:22]2[CH:21]=[CH:20][CH:19]=[C:18]([OH:23])[C:17]=2[C:16]2[C:11]1=[CH:12][CH:13]=[CH:14][C:15]=2[C:24]([O:26]C)=O)#[N:2].Cl.[OH-].[NH4+:30]>C1COCC1.C(OCC)(=O)C>[C:1]([C:3]1[CH:8]=[CH:7][CH:6]=[CH:5][C:4]=1[CH2:9][N:10]1[C:22]2[CH:21]=[CH:20][CH:19]=[C:18]([OH:23])[C:17]=2[C:16]2[C:11]1=[CH:12][CH:13]=[CH:14][C:15]=2[C:24](=[O:26])[NH2:30])#[N:2] |f:2.3|. Reported procedure: A solution of the 9-[(2-cyanophenyl)methyl]-4-hydroxy-5-carbomethoxy carbazole (295 mg, 0.83 mM) in 5 mL THF and 20 mL concentrated aqueous ammonium hydroxide was sonicated for 22 hours at 40-50° C. The mixture was diluted with ethyl acetate and acidified to pH 1 with 5 N HCl. The aqueous layer was extracted three times with ethyl acetate. The combined organic extracts were washed with H2O and saturated brine, dried over magnesium sulfate, filtered, and concentrated. The residue was purified by ... As a reaction SMILES: [Br:1][c:2]1[cH:3][cH:4][c:5]2[c:6]([n:7][c:8](-[c:10]3[cH:11][cH:12][c:13]([NH:16][C:17]([CH2:18][O:19][c:20]4[c:21]([CH3:26])[cH:22][cH:23][cH:24][cH:25]4)=[O:27])[cH:14][cH:15]3)[o:9]2)[cH:28]1.[CH2:54]1[O:55][CH2:56][CH2:57][CH2:58]1.[CH3:29][Si:30]([CH3:31])([CH3:32])[C:33]#[CH:34].[Cl:64][CH2:65][Cl:66].[ClH:67].[Cu:71][I:72].[Na+:69].[O:59]=[CH:60][N:61]([CH3:62])[CH3:63].[OH-:68].[OH2:70].[c:35]1([P:36]([c:37]2[cH:38][cH:39][cH:40][cH:41][cH:42]2)[c:43]2[cH:44][cH:45][cH:46][cH:47][cH:48]2)[cH:49][cH:50][cH:51][cH:52][cH:53]1>>[c:2]1([C:33]#[CH:34])[cH:3][cH:4][c:5]2[c:6]([n:7][c:8](-[c:10]3[cH:11][cH:12][c:13]([NH:16][C:17]([CH2:18][O:19][c:20]4[c:21]([CH3:26])[cH:22][cH:23][cH:24][cH:25]4)=[O:27])[cH:14][cH:15]3)[o:9]2)[cH:28]1. The reactants are Cc1ccccc1OCC(=O)Nc1ccc(-c2nc3cc(Br)ccc3o2)cc1, C1CCOC1, C#C[Si](C)(C)C, ClCCl, Cl, [Cu]I, [Na+], CN(C)C=O, [OH-], O, c1ccc(P(c2ccccc2)c2ccccc2)cc1. Yields the product C#Cc1ccc2oc(-c3ccc(NC(=O)COc4ccccc4C)cc3)nc2c1. Starting materials: CN1CCC(CC1)CO ((1-methylpiperidin-4-yl)methanol), C[Si](C)(C)[N-][Si](C)(C)C.[K+] (KHMDS), NC1=NC=C(C#N)C(=C1)F (6-amino-4-fluoronicotinonitrile), NC1=NC=C(C#N)C(=C1)F (6-amino-4-fluoronicotinonitrile). Solvent: C1CCOC1 (THF). Reaction conditions: time 2 minute. Yields the product NC1=NC=C(C#N)C(=C1)OCC1CCN(CC1)C (6-amino-4-((1-methylpiperidin-4-yl)methoxy)nicotinonitrile). RXN SMILES: [CH3:1][N:2]1[CH2:7][CH2:6][CH:5]([CH2:8][OH:9])[CH2:4][CH2:3]1.C[Si]([N-][Si](C)(C)C)(C)C.[K+].[NH2:20][C:21]1[CH:28]=[C:27](F)[C:24]([C:25]#[N:26])=[CH:23][N:22]=1>C1COCC1>[NH2:20][C:21]1[CH:28]=[C:27]([O:9][CH2:8][CH:5]2[CH2:6][CH2:7][N:2]([CH3:1])[CH2:3][CH2:4]2)[C:24]([C:25]#[N:26])=[CH:23][N:22]=1 |f:1.2|. Procedure details: (1-methylpiperidin-4-yl)methanol (283 mg, 2.19 mmol) was treated at room temperature with KHMDS (1 M in THF, 2.0 ml, 2.0 mmol). The reaction mixture was stirred for 2 min and then added to a solution of 6-amino-4-fluoronicotinonitrile (intermediate 21, 100 mg, 0.729 mmol) in THF (1 ml). The resulting dark brown solution was stirred at room temperature for 1 h, quenched with sat. aq. NH4Cl and extracted with EtOAc (2×). The combined organic layers were dried over Na2SO4, filtered and concentrated...